Dataset: the Open Reaction Database (ORD), a public repository of structured organic reaction records. Task: describe an organic reaction: reactants, conditions, products, and yield Starting materials: C1(CC1)COC1=C2C=CNC2=CC=C1 (4-cyclopropylmethyloxy-1H-indole), C(C1=CC=CC=C1)N1CCC(CC1)=O (1-benzyl-4-piperidone). Yields the product C1(CC1)COC1=C2C(=CNC2=CC=C1)C=1CCN(CC1)CC1=CC=CC=C1 (4-cyclopropylmethyloxy-3-(1-benzyl-1,2,3,6-tetrahydropyridin-4-yl)-1H-indole). Yield: 23.3%. Reaction SMILES: [CH:1]1([CH2:4][O:5][C:6]2[CH:14]=[CH:13][CH:12]=[C:11]3[C:7]=2[CH:8]=[CH:9][NH:10]3)[CH2:3][CH2:2]1.[CH2:15]([N:22]1[CH2:27][CH2:26][C:25](=O)[CH2:24][CH2:23]1)[C:16]1[CH:21]=[CH:20][CH:19]=[CH:18][CH:17]=1>>[CH:1]1([CH2:4][O:5][C:6]2[CH:14]=[CH:13][CH:12]=[C:11]3[C:7]=2[C:8]([C:25]2[CH2:26][CH2:27][N:22]([CH2:15][C:16]4[CH:21]=[CH:20][CH:19]=[CH:18][CH:17]=4)[CH2:23][CH:24]=2)=[CH:9][NH:10]3)[CH2:2][CH2:3]1. Reported procedure: Beginning with 3.77 gm (20.1 mMol) 4-cyclopropylmethyloxy-1H-indole and 7.5 mL (40.3 mMol) 1-benzyl-4-piperidone, 1.68 gm (23%) of the title compound were recovered as an off white solid. Reactants: ice water, ClCC1CN(C(O1)=O)C1=CC=C(C=C1)SC(F)(F)F (5-chloromethyl-3-(4-trifluoromethylthiophenyl)-2-oxazolidinone), C(C)(=O)[O-].[K+] (potassium acetate), C1COCCOCCOCCOCCOCCO1 (18-crown-6). The solvent is CN(C=O)C (dimethylformamide). The product is C(C)(=O)OCC1CN(C(O1)=O)C1=CC=C(C=C1)SC (5-acetoxymethyl-3-(4-methylthiophenyl)-2-oxazolidinone). The yield is 81.3%. As a reaction SMILES: Cl[CH2:2][CH:3]1[O:7][C:6](=[O:8])[N:5]([C:9]2[CH:14]=[CH:13][C:12]([S:15][C:16](F)(F)F)=[CH:11][CH:10]=2)[CH2:4]1.[C:20]([O-:23])(=[O:22])[CH3:21].[K+].C1OCCOCCOCCOCCOCCOC1>CN(C)C=O>[C:20]([O:23][CH2:2][CH:3]1[O:7][C:6](=[O:8])[N:5]([C:9]2[CH:14]=[CH:13][C:12]([S:15][CH3:16])=[CH:11][CH:10]=2)[CH2:4]1)(=[O:22])[CH3:21] |f:1.2|. Procedure: A mixture of 15 g of II (R1 =CH3, X=Cl), 50 g of potassium acetate, a catalytic amount of 18-crown-6, and 60 ml of dimethylformamide was heated under nitrogen atmosphere at 130° C. for 5 hours. The mixture was poured into ice water and the solid precipitate was collected by filtration. The solid was recrystallized from 1-chlorobutane to give 11 g of 5-acetoxymethyl-3-(4-methylthiophenyl)-2-oxazolidinone (XV, R1 =CH3). Reactants: ClC=1C=C(C=CC1)C#CC=1N=C(N(C1C)C1=CC(NC=C1)=O)C (4-[4-(3-chloro-phenylethynyl)-2,5-dimethyl-imidazol-1-yl]-1H-pyridin-2-one), C(C)I (ethyl iodide). Yields the product ClC=1C=C(C=CC1)C#CC=1N=C(N(C1C)C1=CC(N(C=C1)CC)=O)C (4-[4-(3-chloro-phenylethynyl)-2,5-dimethyl-imidazol-1-yl]-1-ethyl-1H-pyridin-2-one). Reaction SMILES: [Cl:1][C:2]1[CH:3]=[C:4]([C:8]#[C:9][C:10]2[N:11]=[C:12]([CH3:23])[N:13]([C:16]3[CH:21]=[CH:20][NH:19][C:18](=[O:22])[CH:17]=3)[C:14]=2[CH3:15])[CH:5]=[CH:6][CH:7]=1.[CH2:24](I)[CH3:25]>>[Cl:1][C:2]1[CH:3]=[C:4]([C:8]#[C:9][C:10]2[N:11]=[C:12]([CH3:23])[N:13]([C:16]3[CH:21]=[CH:20][N:19]([CH2:24][CH3:25])[C:18](=[O:22])[CH:17]=3)[C:14]=2[CH3:15])[CH:5]=[CH:6][CH:7]=1. Reported procedure: The title compound, white crystalline solid, MS: m/e=352.2, 354.1 (M+H+), was prepared in accordance with the general method of example 3 from 4-[4-(3-chloro-phenylethynyl)-2,5-dimethyl-imidazol-1-yl]-1H-pyridin-2-one and ethyl iodide. Starting materials: C(=O)(C(F)(F)F)O (TFA), C(C)(=O)NC=1C=C2C3=C(N(C(C2=CN1)=O)C)C=C(C=C3)OC[C@H](CC(C)C)NC(OC(C)(C)C)=O ((S)-tert-butyl (1-((2-acetamido-6-methyl-5-oxo-5,6-dihydrobenzo[c][2,7]naphthyridin-8-yl)oxy)-4-methylpentan-2-yl)carbamate), C(=O)(C(F)(F)F)O (TFA). The solvent is C(Cl)Cl (CH2Cl2). Conditions: time 40 minute. Yields the product N[C@H](COC=1C=CC2=C(N(C(C3=CN=C(C=C23)NC(C)=O)=O)C)C1)CC(C)C ((S)—N-(8-((2-amino-4-methylpentyl)oxy)-6-methyl-5-oxo-5,6-dihydrobenzo[c][2,7]naphthyridin-2-yl)acetamide). Isolated yield 6.7%. RXN SMILES: [C:1]([NH:4][C:5]1[CH:6]=[C:7]2[C:12](=[CH:13][N:14]=1)[C:11](=[O:15])[N:10]([CH3:16])[C:9]1[CH:17]=[C:18]([O:21][CH2:22][C@@H:23]([NH:28]C(=O)OC(C)(C)C)[CH2:24][CH:25]([CH3:27])[CH3:26])[CH:19]=[CH:20][C:8]2=1)(=[O:3])[CH3:2].C(O)(C(F)(F)F)=O>C(Cl)Cl>[NH2:28][C@@H:23]([CH2:24][CH:25]([CH3:27])[CH3:26])[CH2:22][O:21][C:18]1[CH:19]=[CH:20][C:8]2[C:7]3[C:12](=[CH:13][N:14]=[C:5]([NH:4][C:1](=[O:3])[CH3:2])[CH:6]=3)[C:11](=[O:15])[N:10]([CH3:16])[C:9]=2[CH:17]=1. Procedure: To a stirred solution of (S)-tert-butyl (1-((2-acetamido-6-methyl-5-oxo-5,6-dihydrobenzo[c][2,7]naphthyridin-8-yl)oxy)-4-methylpentan-2-yl)carbamate (140 mg, 0.059 mmol) in CH2Cl2 (15 mL) at 0° C. was added TFA (1.2 mL, 15.58 mmol) and the reaction mixture was stirred at RT for 40 min. After the completion of reaction, the volatile organics were evaporated under reduced pressure and the residue was purified by preparative HPLC (0.1% TFA in water/Acetonitrile) to yield (S)—N-(8-((2-amino-4-methyl... Reactants: COC1=C(C=C(C=C1)OC)NC(=O)C1=CC=CC2=CC(=CC=C12)O (N-(2,5-dimethoxyphenyl)-6-hydroxy-1-naphthamide), Cl.N1=CC=CC=C1 (pyridine hydrochloride), Cl (HCl). Run at temperature 200 celsius. Product: OC=1C=C2C=CC=C(C2=CC1)C=1OC2=C(N1)C=C(C=C2)O (2-(6-Hydroxy-1-naphthyl)-1,3-benzoxazol-5-ol). Isolated yield 84.3%. RXN SMILES: CO[C:3]1[CH:8]=[CH:7][C:6]([O:9]C)=[CH:5][C:4]=1[NH:11][C:12]([C:14]1[C:23]2[C:18](=[CH:19][C:20]([OH:24])=[CH:21][CH:22]=2)[CH:17]=[CH:16][CH:15]=1)=[O:13].Cl.N1C=CC=CC=1.Cl>>[OH:24][C:20]1[CH:19]=[C:18]2[C:23](=[CH:22][CH:21]=1)[C:14]([C:12]1[O:13][C:3]3[CH:8]=[CH:7][C:6]([OH:9])=[CH:5][C:4]=3[N:11]=1)=[CH:15][CH:16]=[CH:17]2 |f:1.2|. Procedure details: A mixture of N-(2,5-dimethoxyphenyl)-6-hydroxy-1-naphthamide (2.0 g, 6.2 mmol), and pyridine hydrochloride (4.0 g, 34.6 mmol) was heated at 200° C. for 1 h. The reaction mixture was cooled to room temperature, acidified with HCl (2N) and extracted with EtOAc. The organic extracts were dried over MgSO4. Evaporation and purification by flash chromatography (hexanes/EtOAc 1/1) gave a tan solid (1.45 g, 85% yield, m.p. 232-234° C.); MS m/e 278 (M+H)+. Reactants: BrC=1C=CC(=C(C1)CCC1=C(C(=O)O)C=CC=C1F)OC (2-[2-(5-bromo-2-methoxyphenyl)-ethyl]-3-fluorobenzoic acid), C(C)(C)N(CC)C(C)C (diisopropylethylamine), fluoro-N,N,N′-tetramethylformamidinium hexafluorophosphate. Run in CN(C)C=O (DMF), O (H2O), C(C)(=O)OCC (ethyl acetate). Reaction conditions: time 1.5 hour. The product is BrC=1C=CC(=C(C1)CCC1=C(C(=O)N)C=CC=C1F)OC (2-[2-(5-bromo-2-methoxyphenyl)-ethyl]-3-fluorobenzamide). RXN SMILES: [Br:1][C:2]1[CH:3]=[CH:4][C:5]([O:20][CH3:21])=[C:6]([CH2:8][CH2:9][C:10]2[C:18]([F:19])=[CH:17][CH:16]=[CH:15][C:11]=2[C:12](O)=[O:13])[CH:7]=1.C([N:25](C(C)C)CC)(C)C>CN(C=O)C.O.C(OCC)(=O)C>[Br:1][C:2]1[CH:3]=[CH:4][C:5]([O:20][CH3:21])=[C:6]([CH2:8][CH2:9][C:10]2[C:18]([F:19])=[CH:17][CH:16]=[CH:15][C:11]=2[C:12]([NH2:25])=[O:13])[CH:7]=1. Procedure details: To a solution of 2-[2-(5-bromo-2-methoxyphenyl)-ethyl]-3-fluorobenzoic acid (1.78 g, 5.1 mol, 1 equiv) in DMF (6 mL) at room temperature were added diisopropylethylamine (DIPEA) (1.95 mL, 11.2 mmol, 2.2 equiv) and fluoro-N,N,N′-tetramethylformamidinium hexafluorophosphate (TFFH) (1.48 g, 5.6 mmol, 1.1 equiv). The homogeneous solution was allowed to stir for 1.5 hr, during which time the color changed to green. Ammonia gas was bubbled into the solution and the color changed to yellow and a precip... The reactants are CO, CCOC(=O)C(F)=Cc1cnc(NC2CCCN(CC3CCCCC3)C2)c(Cl)c1. Yields the product O=C(O)C(F)=Cc1cnc(NC2CCCN(CC3CCCCC3)C2)c(Cl)c1. As a reaction SMILES: [CH3:30][OH:31].[Cl:1][c:2]1[cH:3][c:4]([CH:22]=[C:23]([C:24](=[O:25])[O:26][CH2:27][CH3:28])[F:29])[cH:5][n:6][c:7]1[NH:8][CH:9]1[CH2:10][N:11]([CH2:15][CH:16]2[CH2:17][CH2:18][CH2:19][CH2:20][CH2:21]2)[CH2:12][CH2:13][CH2:14]1>>[Cl:1][c:2]1[cH:3][c:4]([CH:22]=[C:23]([C:24](=[O:25])[OH:26])[F:29])[cH:5][n:6][c:7]1[NH:8][CH:9]1[CH2:10][N:11]([CH2:15][CH:16]2[CH2:17][CH2:18][CH2:19][CH2:20][CH2:21]2)[CH2:12][CH2:13][CH2:14]1. Starting materials: C(C1=CC=CC=C1)N1CCC(CC1)(C1=CC=CC=C1)O (1-benzyl-4-hydroxy-4-phenyl piperidine), O (water), [H-].[Na+] (sodium hydride), FC1=C(C(=C(C(=C1F)F)F)F)F (hexafluorobenzene). The solvent is CN(C=O)C (dimethylformamide), CN(C=O)C (dimethylformamide). Reaction conditions: time 20 hour. The product is C(C1=CC=CC=C1)N1CCC(CC1)(C1=CC=CC=C1)OC1=C(C(=C(C(=C1F)F)F)F)F (1-benzyl-4-(2,3,4,5,6,-pentafluorophenoxy)-4-phenyl piperidine). Yield: 14.5%. Reaction SMILES: [H-].[Na+].[CH2:3]([N:10]1[CH2:15][CH2:14][C:13]([OH:22])([C:16]2[CH:21]=[CH:20][CH:19]=[CH:18][CH:17]=2)[CH2:12][CH2:11]1)[C:4]1[CH:9]=[CH:8][CH:7]=[CH:6][CH:5]=1.[F:23][C:24]1[C:29](F)=[C:28]([F:31])[C:27]([F:32])=[C:26]([F:33])[C:25]=1[F:34].O>CN(C)C=O>[CH2:3]([N:10]1[CH2:11][CH2:12][C:13]([O:22][C:29]2[C:28]([F:31])=[C:27]([F:32])[C:26]([F:33])=[C:25]([F:34])[C:24]=2[F:23])([C:16]2[CH:17]=[CH:18][CH:19]=[CH:20][CH:21]=2)[CH2:14][CH2:15]1)[C:4]1[CH:5]=[CH:6][CH:7]=[CH:8][CH:9]=1 |f:0.1|. Reported procedure: To a stirred suspension of sodium hydride (60% in oil, 4.0 g) in 75 ml of dimethylformamide was added a solution of 22.69 g of 1-benzyl-4-hydroxy-4-phenyl piperidine in 100 ml of dimethylformamide. The mixture was heated with a heat gun to initiate evolution of gas. When evolution had ceased, the mixture was cooled to ice bath temperature and 18.61 g of hexafluorobenzene was added, dropwise, and the reaction was allowed to proceed for 20 hours. The reaction mixture was then poured into 500 ml of... Starting materials: CCO, O, O=C(Nc1ccc(Sc2ccnc(O)c2)cc1)c1ccc([N+](=O)[O-])cc1. Product: Nc1ccc(C(=O)Nc2ccc(Sc3ccnc(O)c3)cc2)cc1. As a reaction SMILES: [CH3:27][CH2:28][OH:29].[OH2:30].[OH:1][c:2]1[n:3][cH:4][cH:5][c:6]([S:8][c:9]2[cH:10][cH:11][c:12]([NH:15][C:16]([c:17]3[cH:18][cH:19][c:20]([N+:23]([O-:24])=[O:25])[cH:21][cH:22]3)=[O:26])[cH:13][cH:14]2)[cH:7]1>>[OH:1][c:2]1[n:3][cH:4][cH:5][c:6]([S:8][c:9]2[cH:10][cH:11][c:12]([NH:15][C:16]([c:17]3[cH:18][cH:19][c:20]([NH2:23])[cH:21][cH:22]3)=[O:26])[cH:13][cH:14]2)[cH:7]1.